Dataset: the Open Reaction Database (ORD), a public repository of structured organic reaction records. Task: describe an organic reaction: reactants, conditions, products, and yield Starting materials: FC(C1=CC(=NC=2N1N=CC2C#C)C2=CC=C(C=C2)C(F)(F)F)F (7-difluoromethyl-3-ethynyl-5-(4-trifluoromethyl-phenyl)-pyrazolo[1,5-a]pyrimidine), NC1=NC=C(N=C1)Br (2-amino-5-bromo-pyrazine). Yields the product FC(C1=CC(=NC=2N1N=CC2C#CC=2N=CC(=NC2)N)C2=CC=C(C=C2)C(F)(F)F)F (5-[7-Difluoromethyl-5-(4-trifluoromethyl-phenyl)-pyrazolo[1,5-a]pyrimidin-3-ylethynyl]-pyrazin-2-ylamine), solid. Isolated yield 25.0%. Reaction SMILES: [F:1][CH:2]([F:24])[C:3]1[N:8]2[N:9]=[CH:10][C:11]([C:12]#[CH:13])=[C:7]2[N:6]=[C:5]([C:14]2[CH:19]=[CH:18][C:17]([C:20]([F:23])([F:22])[F:21])=[CH:16][CH:15]=2)[CH:4]=1.[NH2:25][C:26]1[CH:31]=[N:30][C:29](Br)=[CH:28][N:27]=1>>[F:24][CH:2]([F:1])[C:3]1[N:8]2[N:9]=[CH:10][C:11]([C:12]#[C:13][C:29]3[N:30]=[CH:31][C:26]([NH2:25])=[N:27][CH:28]=3)=[C:7]2[N:6]=[C:5]([C:14]2[CH:19]=[CH:18][C:17]([C:20]([F:23])([F:22])[F:21])=[CH:16][CH:15]=2)[CH:4]=1. Reported procedure: The title compound was prepared from 7-difluoromethyl-3-ethynyl-5-(4-trifluoromethyl-phenyl)-pyrazolo[1,5-a]pyrimidine (example C.2) (169 mg, 0.5 mmol) and commercially available 2-amino-5-bromo-pyrazine (87 mg, 0.5 mmol) according to general procedure II. Obtained as an orange solid (53 mg, 25%). MS (ISP) 431.2 [(M+H)+]; mp 233° C. Reactants: COC(=O)c1cccc2nc(OC)n(Cc3ccc(-c4ccccc4-c4nnn[nH]4)cc3)c12, CO. Product: COc1nc2cccc(C(=O)O)c2n1Cc1ccc(-c2ccccc2-c2nnn[nH]2)cc1. As a reaction SMILES: [CH3:1][O:2][c:3]1[n:4][c:5]2[c:6]([n:7]1[CH2:8][c:9]1[cH:10][cH:11][c:12](-[c:15]3[c:16](-[c:21]4[n:22][n:23][n:24][nH:25]4)[cH:17][cH:18][cH:19][cH:20]3)[cH:13][cH:14]1)[c:26]([C:30](=[O:31])[O:32][CH3:33])[cH:27][cH:28][cH:29]2.[CH3:34][OH:35]>>[CH3:1][O:2][c:3]1[n:4][c:5]2[c:6]([n:7]1[CH2:8][c:9]1[cH:10][cH:11][c:12](-[c:15]3[c:16](-[c:21]4[n:22][n:23][n:24][nH:25]4)[cH:17][cH:18][cH:19][cH:20]3)[cH:13][cH:14]1)[c:26]([C:30](=[O:31])[OH:32])[cH:27][cH:28][cH:29]2. Reactants: C1(=CC=CC=C1)CC(=O)Cl (phenylacetyl chloride), C(CCCCCCC)N1SC=CC1=O (2-octyl-4-isothiazolin-3-one), solution, [H-].[Al+3].[Li+].[H-].[H-].[H-] (lithium aluminum hydride). Solvent: O1CCCC1 (tetrahydrofuran), O1CCCC1 (tetrahydrofuran). Conditions: temperature -78 celsius, time 1 hour. The product is C(CCCCCCC)NC(\C=C/SC(CC1=CC=CC=C1)=O)=O (N-octyl-cis-3 -(phenylacetylthio)acrylamide). As a reaction SMILES: [CH2:1]([N:9]1[C:13](=[O:14])[CH:12]=[CH:11][S:10]1)[CH2:2][CH2:3][CH2:4][CH2:5][CH2:6][CH2:7][CH3:8].[H-].[Al+3].[Li+].[H-].[H-].[H-].[C:21]1([CH2:27][C:28](Cl)=[O:29])[CH:26]=[CH:25][CH:24]=[CH:23][CH:22]=1>O1CCCC1>[CH2:1]([NH:9][C:13](=[O:14])/[CH:12]=[CH:11]\[S:10][C:28](=[O:29])[CH2:27][C:21]1[CH:26]=[CH:25][CH:24]=[CH:23][CH:22]=1)[CH2:2][CH2:3][CH2:4][CH2:5][CH2:6][CH2:7][CH3:8] |f:1.2.3.4.5.6|. Reported procedure: To a cooled (-78° C.), stirred solution of 2.0 g (0.0094 mol) of 2-octyl-4-isothiazolin-3-one in 50 ml of anhydrous tetrahydrofuran under nitrogen was added dropwise 2.82 ml (0.0028 mol) of a 1.0M solution of lithium aluminum hydride in tetrahydrofuran over a 20 min. period. After the addition the mixture was stirred at -78° C. for 1 hr. Over a 15 min period 1.24 ml (0.0094 mol) of phenylacetyl chloride was added. After this addition the mixture was allowed to warm to room temperature. After 12 ... Reactants: CCCCNN, CCCCN=C=O, Cl, [K+], C1CCOC1, [OH-], O. Product: CCCCNC(=O)N(N)CCCC. Reaction SMILES: [CH2:3]([CH2:4][CH2:5][CH3:6])[NH:7][NH2:8].[CH3:11][CH2:12][CH2:13][CH2:14][N:15]=[C:16]=[O:17].[ClH:2].[K+:10].[O:18]1[CH2:19][CH2:20][CH2:21][CH2:22]1.[OH-:9].[OH2:1]>>[CH2:3]([CH2:4][CH2:5][CH3:6])[N:7]([NH2:8])[C:16]([NH:15][CH2:14][CH2:13][CH2:12][CH3:11])=[O:17]. Reactants: CCC1CCC(C(=O)O)CC1, CN(C)c1ccccn1, Cc1ccccc1, C(=NC1CCCCC1)=NC1CCCCC1, Oc1ccc(OC(F)(F)F)cc1. Product: CCC1CCC(C(=O)Oc2ccc(OC(F)(F)F)cc2)CC1. RXN SMILES: [CH2:37]([CH3:38])[CH:39]1[CH2:40][CH2:41][CH:42]([C:45](=[O:46])[OH:47])[CH2:43][CH2:44]1.[CH3:28][N:29]([c:30]1[cH:31][cH:32][cH:33][cH:34][n:35]1)[CH3:36].[CH3:48][c:49]1[cH:50][cH:51][cH:52][cH:53][cH:54]1.[CH:1]1([N:2]=[C:3]=[N:4][CH:5]2[CH2:6][CH2:7][CH2:8][CH2:9][CH2:10]2)[CH2:11][CH2:12][CH2:13][CH2:14][CH2:15]1.[F:16][C:17]([O:18][c:19]1[cH:20][cH:21][c:22]([OH:25])[cH:23][cH:24]1)([F:26])[F:27]>>[F:16][C:17]([O:18][c:19]1[cH:20][cH:21][c:22]([O:25][C:45]([CH:42]2[CH2:41][CH2:40][CH:39]([CH2:37][CH3:38])[CH2:44][CH2:43]2)=[O:46])[cH:23][cH:24]1)([F:26])[F:27].